This data is from the Open Reaction Database (ORD), a public repository of structured organic reaction records. The task is: describe an organic reaction: reactants, conditions, products, and yield RXN SMILES: Cl.[N:2]1[CH:7]=[CH:6][CH:5]=[CH:4][CH:3]=1.Cl.[CH3:9][NH:10][CH2:11]/[CH:12]=[CH:13]/[C:14]#[C:15][C:16]([CH3:19])([CH3:18])[CH3:17].[C:20](=O)([O-])[O-].[K+].[K+].[CH3:26][CH2:27][CH2:28][CH2:29][CH2:30][CH3:31].[C:32](OCC)(=O)[CH3:33]>CN(C)C=O.O.C1C=CC=CC=1>[CH3:17][C:16]([CH3:19])([CH3:18])[C:15]#[C:14]/[CH:13]=[CH:12]/[CH2:11][N:10]([CH2:20][C:28]1[CH:27]=[CH:26][CH:31]=[C:30](/[CH:32]=[CH:33]/[C:3]2[CH:4]=[CH:5][CH:6]=[CH:7][N:2]=2)[CH:29]=1)[CH3:9] |f:0.1,2.3,4.5.6,7.8|. Procedure details: The resulting vinyl pyridine (573 mg) was dissolved in 5 ml of methanol, and under ice cooling, 104 mg of sodium borohydride was added. The mixture was stirred at room temperature for 30 minutes. The reaction mixture was concentrated under reduced pressure, and water and ethyl acetate were added to the residue. The organic layer was separated and evaporated under reduced pressure. The residue was dissolved in 5 ml of chloroform and under ice cooling, 0.17 ml of thionyl chloride was added. The mi... The yield is 67.0%. Yields the product CC(C#C/C=C/CN(C)CC1=CC(=CC=C1)\C=C\C1=NC=CC=C1)(C)C ((E)-N-(6,6-dimethyl-2-hepten-4-ynyl)-N-methyl-3-[(E)-2-(2-pyridyl)vinyl]benzylamine). Run at time 8 hour. The solvent is CN(C=O)C (dimethylformamide), O (water), C1=CC=CC=C1 (benzene). Reactants: Cl.CNC\C=C\C#CC(C)(C)C ((E)-N-methyl-6,6-di-methyl-2-hepten-4-ynylamine hydrochloride), C([O-])([O-])=O.[K+].[K+] (potassium carbonate), Cl.N1=CC=CC=C1 (pyridine hydrochloride), CCCCCC.C(C)(=O)OCC (hexane ethyl acetate). Starting materials: COCOc1c(C(OC)OC)cccc1C(F)(F)F, CN(C)CCN(C)C, CI, [Cl-], [NH4+], C1CCOC1. Yields the product COCOc1c(C(F)(F)F)ccc(C)c1C(OC)OC. As a reaction SMILES: [CH3:1][O:2][CH:3]([c:4]1[c:5]([O:14][CH2:15][O:16][CH3:17])[c:6]([C:10]([F:11])([F:12])[F:13])[cH:7][cH:8][cH:9]1)[O:18][CH3:19].[CH3:20][N:21]([CH3:22])[CH2:23][CH2:24][N:25]([CH3:26])[CH3:27].[CH3:28][I:29].[Cl-:30].[NH4+:31].[O:32]1[CH2:33][CH2:34][CH2:35][CH2:36]1>>[CH3:1][O:2][CH:3]([c:4]1[c:5]([O:14][CH2:15][O:16][CH3:17])[c:6]([C:10]([F:11])([F:12])[F:13])[cH:7][cH:8][c:9]1[CH3:20])[O:18][CH3:19]. The reactants are C1CCNCC1, O=C(NCc1cn(-c2ccccc2)c2cc(Cl)ccc2c1=O)Oc1ccc([N+](=O)[O-])cc1. The product is O=C(NCc1cn(-c2ccccc2)c2cc(Cl)ccc2c1=O)N1CCCCC1. As a reaction SMILES: [CH2:33]1[CH2:34][CH2:35][NH:36][CH2:37][CH2:38]1.[Cl:1][c:2]1[cH:3][cH:4][c:5]2[c:6](=[O:32])[c:7]([CH2:18][NH:19][C:20]([O:21][c:22]3[cH:23][cH:24][c:25]([N+:26]([O-:27])=[O:28])[cH:29][cH:30]3)=[O:31])[cH:8][n:9](-[c:12]3[cH:13][cH:14][cH:15][cH:16][cH:17]3)[c:10]2[cH:11]1>>[Cl:1][c:2]1[cH:3][cH:4][c:5]2[c:6](=[O:32])[c:7]([CH2:18][NH:19][C:20](=[O:31])[N:36]3[CH2:35][CH2:34][CH2:33][CH2:38][CH2:37]3)[cH:8][n:9](-[c:12]3[cH:13][cH:14][cH:15][cH:16][cH:17]3)[c:10]2[cH:11]1. Starting materials: [I-].[Li+] (lithium iodide), CC1=CC(=NC(=C1)C)C (S-collidine), COC=1C=C(C=CC1OC)CCNC(C(C)(C)C)=O (N-[β-(3,4-Dimethoxyphenyl)-ethyl]-2,2-dimethylpropionamide). Yields the product OC=1C=C(C=CC1O)CCNC(C(C)(C)C)=O (N-[β-(3,4-Dihydroxyphenyl)-ethyl]-2,2-dimethylpropionamide). As a reaction SMILES: [I-].[Li+].CC1C=C(C)N=C(C)C=1.C[O:13][C:14]1[CH:15]=[C:16]([CH2:22][CH2:23][NH:24][C:25](=[O:30])[C:26]([CH3:29])([CH3:28])[CH3:27])[CH:17]=[CH:18][C:19]=1[O:20]C>>[OH:13][C:14]1[CH:15]=[C:16]([CH2:22][CH2:23][NH:24][C:25](=[O:30])[C:26]([CH3:28])([CH3:27])[CH3:29])[CH:17]=[CH:18][C:19]=1[OH:20] |f:0.1|. Procedure: Suspend 0.86 g. of lithium iodide in 10.0 ml. of S-collidine and add 0.53 g. of N-[β-(3,4-dimethoxyphenyl)-ethyl] 2,2-dimethylpropionamide (see Example 5, step A). Reflux the mixture for 3 hours with vigorous stirring, then cool to room temperature. Extract the two liquid phases with ethyl acetate and water and proceed as described in Example 8 to obtain the product of this example. Reactants: N(=[N+]=[N-])CCOC1=C(C=C(C=C1)Br)C(F)(F)F (1-(2-Azidoethoxy)-4-bromo-2-(trifluoromethyl)benzene), C1(=CC=CC=C1)P(C1=CC=CC=C1)C1=CC=CC=C1 (triphenylphosphine). Run in C1CCOC1 (THF). Product: BrC1=CC(=C(OCCN)C=C1)C(F)(F)F (2-(4-bromo-2-(trifluoromethyl)phenoxy)ethanamine). RXN SMILES: [N:1]([CH2:4][CH2:5][O:6][C:7]1[CH:12]=[CH:11][C:10]([Br:13])=[CH:9][C:8]=1[C:14]([F:17])([F:16])[F:15])=[N+]=[N-].C1(P(C2C=CC=CC=2)C2C=CC=CC=2)C=CC=CC=1>C1COCC1>[Br:13][C:10]1[CH:11]=[CH:12][C:7]([O:6][CH2:5][CH2:4][NH2:1])=[C:8]([C:14]([F:15])([F:16])[F:17])[CH:9]=1. Reported procedure: 1-(2-Azidoethoxy)-4-bromo-2-(trifluoromethyl)benzene (7.32 mmol, 2.271 g) and triphenylphosphine (10.99 mmol, 2.88 g) were combined and stirred for 1 hour in THF (5 ml). The reaction mixture was concentrated in vacuo. The residue was taken up in EtOAc/water, the layers separated and the organic dried over sodium sulfate and concentrated in vacuo. The resulting residue was passed down an SCX column to afford 2-(4-bromo-2-(trifluoromethyl)phenoxy)ethanamine. (1.30 g) Reactants: C1(CCCCC1)NC1=C(C=C(C=C1)F)[N+](=O)[O-] (N-cyclohexyl-4-fluoro-2-nitroaniline), O.O.C(C(=O)O)(=O)O (oxalic acid dihydrate), Cl (hydrochloric acid). Reagents/catalysts: [Ni] (Ra-Ni). Solvent: C(C)O (ethanol), C(C)(=O)OCC (ethyl acetate), C(C)O (ethanol). Reaction conditions: temperature 25 celsius. The product is C1(CCCCC1)N1C(C(NC2=CC(=CC=C12)F)=O)=O (1-cyclohexyl-6-fluoroquinoxaline-2,3(1H,4H)-dione). Isolated yield 49.9%. As a reaction SMILES: [CH:1]1([NH:7][C:8]2[CH:13]=[CH:12][C:11]([F:14])=[CH:10][C:9]=2[N+:15]([O-])=O)[CH2:6][CH2:5][CH2:4][CH2:3][CH2:2]1.O.O.[C:20](O)(=[O:24])[C:21](O)=[O:22].Cl>C(O)C.C(OCC)(=O)C.[Ni]>[CH:1]1([N:7]2[C:8]3[C:9](=[CH:10][C:11]([F:14])=[CH:12][CH:13]=3)[NH:15][C:21](=[O:22])[C:20]2=[O:24])[CH2:6][CH2:5][CH2:4][CH2:3][CH2:2]1 |f:1.2.3|. Reported procedure: A solution of 2.0 g (8.4 mmol) N-cyclohexyl-4-fluoro-2-nitroaniline in a mixture of 100 ml ethanol and 50 ml ethyl acetate was hydrogenated at atm. pressure by using Ra-Ni (1 g) as a catalyst. The reaction mixture was filtered and evaporated in vacuo to give an oil. A mixture of the oil, 2.8 g (23 mmol) oxalic acid dihydrate, 10 ml ethanol and 150 ml 4N hydrochloric acid was refluxed for 11/2h. After cooling to 25° C. the precipitate was filtered off and washed with water to give 1.1 g (50%) 1-c... Reactants: ClC1=C(NC(C(F)(F)F)=O)C=CC(=C1)CCO (2′-chloro-4′-(2-hydroxyethyl)-2,2,2-trifluoroacetanilide), O1CCCC=C1 (3,4-dihydro-2H-pyran), C1(=CC=C(C=C1)S(=O)(=O)[O-])C.[NH+]1=CC=CC=C1 (pyridinium p-toluenesulfonate). Solvent: C(C)(=O)OCC (ethyl acetate), ClCCl (dichloromethane). Product: ClC1=C(NC(C(F)(F)F)=O)C=CC(=C1)CCOC1OCCCC1 (2′-chloro-4′-[2-((RS) -tetrahydropyran-2-yloxy)ethyl]-2,2,2-trifluoroacetanilide). RXN SMILES: [Cl:1][C:2]1[CH:14]=[C:13]([CH2:15][CH2:16][OH:17])[CH:12]=[CH:11][C:3]=1[NH:4][C:5](=[O:10])[C:6]([F:9])([F:8])[F:7].[O:18]1[CH:23]=[CH:22][CH2:21][CH2:20][CH2:19]1.C1(C)C=CC(S([O-])(=O)=O)=CC=1.[NH+]1C=CC=CC=1>ClCCl.C(OCC)(=O)C>[Cl:1][C:2]1[CH:14]=[C:13]([CH2:15][CH2:16][O:17][CH:19]2[CH2:20][CH2:21][CH2:22][CH2:23][O:18]2)[CH:12]=[CH:11][C:3]=1[NH:4][C:5](=[O:10])[C:6]([F:9])([F:7])[F:8] |f:2.3|. Procedure details: To a solution of 2′-chloro-4′-(2-hydroxyethyl)-2,2,2-trifluoroacetanilide (1.4 g) and 3,4-dihydro-2H-pyran (1.4 ml) in dichloromethane (15 ml) was added pyridinium p-toluenesulfonate (14 mg), and the mixture was heated under reflux for 1 hour with stirring. After concentration of the reaction mixture in vacuo, the residue was dissolved in ethyl acetate. The solution was washed with a saturated aqueous sodium bicarbonate solution and brine, and dried over anhydrous magnesium sulfate, and the solv... The reactants are CCCN, ClCCl, O=CCCc1ccc(F)cc1. The product is CCCNCCCc1ccc(F)cc1. RXN SMILES: [CH3:12][CH2:13][CH2:14][NH2:15].[Cl:16][CH2:17][Cl:18].[F:1][c:2]1[cH:3][cH:4][c:5]([CH2:8][CH2:9][CH:10]=[O:11])[cH:6][cH:7]1>>[F:1][c:2]1[cH:3][cH:4][c:5]([CH2:8][CH2:9][CH2:10][NH:15][CH2:14][CH2:13][CH3:12])[cH:6][cH:7]1.